This data is from the Open Reaction Database (ORD), a public repository of structured organic reaction records. The task is: describe an organic reaction: reactants, conditions, products, and yield The reactants are C(C)(=O)C(C(C)=O)=CCC (3-acetyl-3-hexen-2-one), BrN1C(CCC1=O)=O (N-bromosuccinimide). Solvent: C(Cl)(Cl)(Cl)Cl (carbon tetrachloride). The product is CC(=O)C1=C(OC(=C1)C)C (2,5-dimethyl-3-furyl methyl ketone). Yield: 65.5%. RXN SMILES: [C:1]([C:4](=[CH:8][CH2:9][CH3:10])[C:5](=[O:7])[CH3:6])(=[O:3])[CH3:2].BrN1C(=O)CCC1=O>C(Cl)(Cl)(Cl)Cl>[CH3:2][C:1]([C:4]1[CH:8]=[C:9]([CH3:10])[O:7][C:5]=1[CH3:6])=[O:3]. Reported procedure: A mixture of 2.80 g (0.02 mole) 3-acetyl-3-hexen-2-one and 3.56 g (0.02 mole) N-bromosuccinimide in 50 ml of carbon tetrachloride was heated at reflux for 24 hours. After cooling, the succinimide was removed by filtration and the solution concentrated. Distillation of the crude product gave 1.81 g (66%) of 2,5-dimethyl-3-furyl methyl ketone, bp 84°-87° C (17 mm). Starting materials: C(#N)COC1=C2CCC=CC2=CC=C1 (1-Cyano-5-methoxy-(3,4-dihydronaphthalene)), [BH4-].[Na+] (sodium borohydride). Run in C(C)O (ethanol). Yields the product C(#N)COC1=C2CCCCC2=CC=C1 (1-Cyano-5-methoxy-(1,2,3,4-tetrahydronaphthalene)). The yield is 79.8%. Reaction SMILES: [C:1]([CH2:3][O:4][C:5]1[CH:14]=[CH:13][CH:12]=[C:11]2[C:6]=1[CH2:7][CH2:8][CH:9]=[CH:10]2)#[N:2].[BH4-].[Na+]>C(O)C>[C:1]([CH2:3][O:4][C:5]1[CH:14]=[CH:13][CH:12]=[C:11]2[C:6]=1[CH2:7][CH2:8][CH2:9][CH2:10]2)#[N:2] |f:1.2|. Reported procedure: The product from Example 14 (11.4 g) was refluxed for 2.5 hours in ethanol (250 ml) containing sodium borohydride (3.0 g). The reaction was cooled to room temperature and evaporated to dryness. Aqueous hydrochloric acid (50 ml) was carefully added followed by extraction with dichloromethane. The organic layer was separated, dried and evaporated affording the product (9.2 g). Starting materials: O (water), IC1=CC=C(C=C1)CC=1C(NNC1C(C)C)=O (1,2-dihydro-4-[(4-iodophenyl)-methyl]-5-isopropyl-3H-pyrazol-3-one), N1C=NC=C1 (imidazole), C(C)(C)[Si](C(C)C)(C(C)C)Cl (triisopropylsilyl chloride). Run in CN(C=O)C (N,N-dimethylformamide). Conditions: time 3 hour. Product: IC1=CC=C(C=C1)CC=1C(=NNC1C(C)C)O[Si](C(C)C)(C(C)C)C(C)C (4-[(4-iodophenyl)methyl]-5-isopropyl-3-triiso-propylsilyloxy-1H-pyrazole). The yield is 99.8%. Reaction SMILES: [I:1][C:2]1[CH:7]=[CH:6][C:5]([CH2:8][C:9]2[C:10](=[O:17])[NH:11][NH:12][C:13]=2[CH:14]([CH3:16])[CH3:15])=[CH:4][CH:3]=1.N1C=CN=C1.[CH:23]([Si:26](Cl)([CH:30]([CH3:32])[CH3:31])[CH:27]([CH3:29])[CH3:28])([CH3:25])[CH3:24].O>CN(C)C=O>[I:1][C:2]1[CH:7]=[CH:6][C:5]([CH2:8][C:9]2[C:10]([O:17][Si:26]([CH:30]([CH3:32])[CH3:31])([CH:27]([CH3:29])[CH3:28])[CH:23]([CH3:25])[CH3:24])=[N:11][NH:12][C:13]=2[CH:14]([CH3:15])[CH3:16])=[CH:4][CH:3]=1. Procedure: To a solution of 1,2-dihydro-4-[(4-iodophenyl)-methyl]-5-isopropyl-3H-pyrazol-3-one (5 g) and imidazole (1.19 g) in N,N-dimethylformamide (20 mL) was added triisopropylsilyl chloride (3.1 g) at room temperature, and the mixture was stirred for 3 hours. The reaction mixture was poured into water, and the resulting mixture was extracted with ethyl acetate. The extract was washed with water and brine, and dried over anhydrous sodium sulfate. The solvent was removed under reduced pressure to give 4-... The reactants are ClC1=C2C3=C(C(NC2=NC=C1)=O)C=CC(=C3)C(=O)NCCN(C)C (1-Chloro-N-(2-(dimethylamino)ethyl)-6-oxo-5,6-dihydrobenzo[c][1,8]naphthyridine-9-carboxamide), NC1=CC=C(C=C1)NC(C1=C(C=C(C=C1)F)C(F)(F)F)=O (N-(4-aminophenyl)-4-fluoro-2-(trifluoromethyl)benzamide). Yields the product CN(CCNC(=O)C1=CC2=C(C(NC3=NC=CC(=C23)NC2=CC=C(C=C2)NC(C2=C(C=C(C=C2)F)C(F)(F)F)=O)=O)C=C1)C (N-(2-(Dimethylamino)ethyl)-1-(4-(4-fluoro-2-(trifluoromethyl)benzamido)phenyl amino)-6-oxo-5,6-dihydrobenzo[c][1,8]naphthyridine-9-carboxamide). Yield: 48.1%. RXN SMILES: Cl[C:2]1[CH:11]=[CH:10][N:9]=[C:8]2[C:3]=1[C:4]1[CH:16]=[C:15]([C:17]([NH:19][CH2:20][CH2:21][N:22]([CH3:24])[CH3:23])=[O:18])[CH:14]=[CH:13][C:5]=1[C:6](=[O:12])[NH:7]2.[NH2:25][C:26]1[CH:31]=[CH:30][C:29]([NH:32][C:33](=[O:45])[C:34]2[CH:39]=[CH:38][C:37]([F:40])=[CH:36][C:35]=2[C:41]([F:44])([F:43])[F:42])=[CH:28][CH:27]=1>>[CH3:23][N:22]([CH3:24])[CH2:21][CH2:20][NH:19][C:17]([C:15]1[CH:14]=[CH:13][C:5]2[C:6](=[O:12])[NH:7][C:8]3[C:3]([C:4]=2[CH:16]=1)=[C:2]([NH:25][C:26]1[CH:31]=[CH:30][C:29]([NH:32][C:33](=[O:45])[C:34]2[CH:39]=[CH:38][C:37]([F:40])=[CH:36][C:35]=2[C:41]([F:44])([F:42])[F:43])=[CH:28][CH:27]=1)[CH:11]=[CH:10][N:9]=3)=[O:18]. Reported procedure: The title compound was synthesized according to the procedure described for the preparation of Example 267 using 296 (40 mg, 0.12 mmol), and N-(4-aminophenyl)-4-fluoro-2-(trifluoromethyl)benzamide (36 mg, 0.12 mmol) to provide 297 (35 mg, 50% yield) as a solid. LC-MS (M+H=607, obsd.=607). The reactants are COC(=O)c1ccc(Br)cc1, C1CCOC1, [Na+], [OH-]. Product: O=C(O)c1ccc(Br)cc1. RXN SMILES: [Br:3][c:4]1[cH:5][cH:6][c:7]([C:8](=[O:9])[O:10][CH3:11])[cH:12][cH:13]1.[CH2:14]1[O:15][CH2:16][CH2:17][CH2:18]1.[Na+:2].[OH-:1]>>[Br:3][c:4]1[cH:5][cH:6][c:7]([C:8](=[O:9])[OH:10])[cH:12][cH:13]1. The reactants are C(=O)O (formic acid), C(C)(=O)OC(C)=O (acetic anhydride), ClC1=CC=C2CCN(CC2=C1)S(=O)(=O)C[C@H](NO)[C@@H]1OCCC1 ((1R)-2-[(7-chloro-3,4-dihydroisoquinolin-2(1H)-yl)sulfonyl]-N-hydroxy-1-[(2R)-tetrahydrofuran-2-yl]ethanamine). The solvent is C1CCOC1 (THF). Conditions: temperature 0 celsius, time 1 hour. Yields the product ClC1=CC=C2CCN(CC2=C1)S(=O)(=O)C[C@@H]([C@@H]1OCCC1)N(C=O)O (N-{(1R)-2-[(7-chloro-3,4-dihydroisoquinolin-2(1H)-yl)sulfonyl]-1-[(2R)-tetrahydrofuran-2-yl]ethyl}-N-hydroxyformamide), powder. Isolated yield 43.0%. RXN SMILES: [CH:1]([OH:3])=O.C(OC(=O)C)(=O)C.[Cl:11][C:12]1[CH:21]=[C:20]2[C:15]([CH2:16][CH2:17][N:18]([S:22]([CH2:25][C@@H:26]([C@H:29]3[CH2:33][CH2:32][CH2:31][O:30]3)[NH:27][OH:28])(=[O:24])=[O:23])[CH2:19]2)=[CH:14][CH:13]=1>C1COCC1>[Cl:11][C:12]1[CH:21]=[C:20]2[C:15]([CH2:16][CH2:17][N:18]([S:22]([CH2:25][C@H:26]([N:27]([OH:28])[CH:1]=[O:3])[C@H:29]3[CH2:33][CH2:32][CH2:31][O:30]3)(=[O:23])=[O:24])[CH2:19]2)=[CH:14][CH:13]=1. Procedure: A mixture of formic acid (0.5 ml) and acetic anhydride (0.125 ml) was stirred at 0° C. for 1 hour, then a solution of (1R)-2-[(7-chloro-3,4-dihydroisoquinolin-2(1H)-yl)sulfonyl]-N-hydroxy-1-[(2R)-tetrahydrofuran-2-yl]ethanamine (80 mg, 0.22 mmol) in anhydrous THF (5 ml) was added and the resulting mixture was stirred at RT for 1 hour. The mixture was evaporated under reduced pressure. The residue was taken up with MeOH (5 ml) and heated at 55° C. for 1 hour. The reaction mixture was evaporated u... The reactants are CC(=O)O[BH-](OC(C)=O)OC(C)=O, ClCCl, Nc1c[nH]nc1C(=O)Nc1ccc(F)cc1, [Na+], O=C1CCCCC1. Product: O=C(Nc1ccc(F)cc1)c1n[nH]cc1NC1CCCCC1. As a reaction SMILES: [C:24]([O:25][BH-:26]([O:27][C:28](=[O:29])[CH3:30])[O:31][C:32](=[O:33])[CH3:34])(=[O:35])[CH3:36].[Cl:38][CH2:39][Cl:40].[F:1][c:2]1[cH:3][cH:4][c:5]([NH:8][C:9](=[O:10])[c:11]2[n:12][nH:13][cH:14][c:15]2[NH2:16])[cH:6][cH:7]1.[Na+:37].[O:17]=[C:18]1[CH2:19][CH2:20][CH2:21][CH2:22][CH2:23]1>>[F:1][c:2]1[cH:3][cH:4][c:5]([NH:8][C:9](=[O:10])[c:11]2[n:12][nH:13][cH:14][c:15]2[NH:16][CH:18]2[CH2:19][CH2:20][CH2:21][CH2:22][CH2:23]2)[cH:6][cH:7]1. Starting materials: c1ccc(CN2CCC3(CC2)CNC3)cc1, CCN=C=NCCCN(C)C, CN1CCOCC1, ClCCl, O=C(O)CN1CCC(c2ccc(F)cc2)(c2ccc(F)cc2)C1=O. The product is O=C(CN1CCC(c2ccc(F)cc2)(c2ccc(F)cc2)C1=O)N1CC2(CCN(Cc3ccccc3)CC2)C1. As a reaction SMILES: [CH2:1]([c:2]1[cH:3][cH:4][cH:5][cH:6][cH:7]1)[N:8]1[CH2:9][CH2:10][C:11]2([CH2:12][NH:13][CH2:14]2)[CH2:15][CH2:16]1.[CH2:41]([N:42]=[C:43]=[N:44][CH2:45][CH2:46][CH2:47][N:48]([CH3:49])[CH3:50])[CH3:51].[CH3:52][N:53]1[CH2:54][CH2:55][O:56][CH2:57][CH2:58]1.[Cl:59][CH2:60][Cl:61].[F:17][c:18]1[cH:19][cH:20][c:21]([C:24]2([c:34]3[cH:35][cH:36][c:37]([F:40])[cH:38][cH:39]3)[C:25](=[O:33])[N:26]([CH2:29][C:30](=[O:31])[OH:32])[CH2:27][CH2:28]2)[cH:22][cH:23]1>>[CH2:1]([c:2]1[cH:3][cH:4][cH:5][cH:6][cH:7]1)[N:8]1[CH2:9][CH2:10][C:11]2([CH2:12][N:13]([C:30]([CH2:29][N:26]3[C:25](=[O:33])[C:24]([c:21]4[cH:20][cH:19][c:18]([F:17])[cH:23][cH:22]4)([c:34]4[cH:35][cH:36][c:37]([F:40])[cH:38][cH:39]4)[CH2:28][CH2:27]3)=[O:31])[CH2:14]2)[CH2:15][CH2:16]1.